Dataset: the Open Reaction Database (ORD), a public repository of structured organic reaction records. Task: describe an organic reaction: reactants, conditions, products, and yield The reactants are NC=1C=C(C(=CC1)NCCC)C=1OC2=C(N1)C=CC(=C2F)F (2-(3-amino-6-propylaminophenyl)-6,7-difluorobenzoxazole), C1=CC2=C(C=C1C(=O)O)C(=O)OC2=O (1,2,4-benzenetricarboxylic anhydride). Product: FC1=C(C2=C(N=C(O2)C=2C=C(C=CC2NCCC)N2C(C3=CC=C(C=C3C2=O)C(=O)O)=O)C=C1)F (2-[3-(6,7-Difluorobenzoxazol-2-yl)-4-propylaminophenyl]-1,3-dioxo-2,3-dihydro-1H-isoindole-5-carboxylic acid). As a reaction SMILES: [NH2:1][C:2]1[CH:3]=[C:4]([C:12]2[O:13][C:14]3[C:20]([F:21])=[C:19]([F:22])[CH:18]=[CH:17][C:15]=3[N:16]=2)[C:5]([NH:8][CH2:9][CH2:10][CH3:11])=[CH:6][CH:7]=1.[CH:23]1[C:28]([C:29]([OH:31])=[O:30])=[CH:27][C:26]2[C:32]([O:34][C:35](=O)[C:25]=2[CH:24]=1)=[O:33]>>[F:22][C:19]1[CH:18]=[CH:17][C:15]2[N:16]=[C:12]([C:4]3[CH:3]=[C:2]([N:1]4[C:32](=[O:33])[C:26]5[C:25](=[CH:24][CH:23]=[C:28]([C:29]([OH:31])=[O:30])[CH:27]=5)[C:35]4=[O:34])[CH:7]=[CH:6][C:5]=3[NH:8][CH2:9][CH2:10][CH3:11])[O:13][C:14]=2[C:20]=1[F:21]. Procedure: Prepared by the method of Example 15f), from 2-(3-amino-6-propylaminophenyl)-6,7-difluorobenzoxazole (121 mg, 0.4 mmol) and 1,2,4-benzenetricarboxylic anhydride (96 mg, 0.5 mmol) the title compound was obtained (105 mg, 55%). 1H NMR (DMSO) δ 8.41(dd, 1H), 8.29(s, 1H), 8.25(t, 1H), 8.14(d, 1H), 8.06(d, 1H), 7.67(m, 1H), 7.50(m, 2H), 7.04(d, 1H), 3.34(m, 2H), 1.74(m, 2H), 1.05(t, 3H). MS 475.7 m/z (M−H)−. Reactants: Cl (HCl), C(C)(=O)C=1SC(=CC1)Br (2-acetyl-5-bromothiophene), C(C(=O)OC)(=O)OC (dimethyl oxalate), C[O-].[Na+] (NaOMe). Solvent: CO (methanol), CO (MeOH). Run at temperature 20 celsius, time 4 hour. Product: COC(C(CC(=O)C=1SC(=CC1)Br)=O)=O (4-(5-bromo-thiophen-2-yl)-2,4-dioxo-butyric acid methyl ester). Yield: 88.1%. As a reaction SMILES: [C:1]([C:4]1[S:5][C:6]([Br:9])=[CH:7][CH:8]=1)(=[O:3])[CH3:2].[C:10](OC)(=[O:15])[C:11]([O:13][CH3:14])=[O:12].C[O-].[Na+].Cl>CO>[CH3:14][O:13][C:11](=[O:12])[C:10](=[O:15])[CH2:2][C:1]([C:4]1[S:5][C:6]([Br:9])=[CH:7][CH:8]=1)=[O:3] |f:2.3|. Procedure: To a solution of 2-acetyl-5-bromothiophene (25 g, 122 mmol) and dimethyl oxalate (23 g, 194 mmol) in dry methanol (800 mL) was added a solution of NaOMe in MeOH (25%, 51 mL, 224 mmol) at ambient temperature. The reaction mixture was stirred at 20° C. for 4 h and then acidified to pH 1 with 6 N aqueous HCl. The yellow solid was collected by filtration, washed with H2O, and dried under high vacuum to afford 4-(5-bromo-thiophen-2-yl)-2,4-dioxo-butyric acid methyl ester (31.3 g, 88%). 1H-NMR (DMSO-d...